This data is from the Open Reaction Database (ORD), a public repository of structured organic reaction records. The task is: describe an organic reaction: reactants, conditions, products, and yield Reactants: BrC=1C=C2N(N=CC(=C2Cl)C(=O)N)C1 (6-bromo-4-chloropyrrolo[1,2-b]pyridazine-3-carboxamide), Cl.NCC1(CC1)CO ((1-(aminomethyl)cyclopropyl)methanol HCl salt), CCN(C(C)C)C(C)C (DIPEA). Solvent: CN1CCCC1=O (NMP). Product: BrC=1C=C2N(N=CC(=C2NCC2(CC2)CO)C(=O)N)C1 (6-bromo-4-((1-(hydroxymethyl)cyclopropyl)methylamino)pyrrolo[1,2-b]-pyridazine-3-carboxamide). The yield is 73.7%. Reaction SMILES: [Br:1][C:2]1[CH:3]=[C:4]2[C:9](Cl)=[C:8]([C:11]([NH2:13])=[O:12])[CH:7]=[N:6][N:5]2[CH:14]=1.Cl.[NH2:16][CH2:17][C:18]1([CH2:21][OH:22])[CH2:20][CH2:19]1.CCN(C(C)C)C(C)C>CN1C(=O)CCC1>[Br:1][C:2]1[CH:3]=[C:4]2[C:9]([NH:16][CH2:17][C:18]3([CH2:21][OH:22])[CH2:20][CH2:19]3)=[C:8]([C:11]([NH2:13])=[O:12])[CH:7]=[N:6][N:5]2[CH:14]=1 |f:1.2|. Reported procedure: A solution of 6-bromo-4-chloropyrrolo[1,2-b]pyridazine-3-carboxamide (Preparation 5, 45 mg, 0.164 mmol), (1-(aminomethyl)cyclopropyl)methanol HCl salt (25.9 mg, 0.189 mmol) and DIPEA (0.072 mL, 0.410 mmol) in NMP (0.5 mL) was heated to 110° C. for 1 hr. The reaction mixture was purified on preparative HPLC to afford the title compound (41 mg, 74%). HPLC (condition G): retention time=2.73 min. LCMS (condition B): m/z 339.1, 341.1. Starting materials: CCNCC, C#CC(C)(C)Oc1ccc(C#N)cc1, Cl[Pd]Cl, [Cu]I, O=C(OCc1ccccc1)c1ccc(I)nc1, c1ccc(P(c2ccccc2)c2ccccc2)cc1. Yields the product CC(C)(C#Cc1ccc(C(=O)OCc2ccccc2)cn1)Oc1ccc(C#N)cc1. RXN SMILES: [CH2:51]([NH:52][CH2:53][CH3:54])[CH3:55].[CH3:18][C:19]([C:20]#[CH:21])([O:22][c:23]1[cH:24][cH:25][c:26]([C:27]#[N:28])[cH:29][cH:30]1)[CH3:31].[Cl:58][Pd:59][Cl:60].[Cu:56][I:57].[I:1][c:2]1[n:3][cH:4][c:5]([C:8](=[O:9])[O:10][CH2:11][c:12]2[cH:13][cH:14][cH:15][cH:16][cH:17]2)[cH:6][cH:7]1.[c:32]1([P:33]([c:34]2[cH:35][cH:36][cH:37][cH:38][cH:39]2)[c:40]2[cH:41][cH:42][cH:43][cH:44][cH:45]2)[cH:46][cH:47][cH:48][cH:49][cH:50]1>>[c:2]1([C:21]#[C:20][C:19]([CH3:18])([O:22][c:23]2[cH:24][cH:25][c:26]([C:27]#[N:28])[cH:29][cH:30]2)[CH3:31])[n:3][cH:4][c:5]([C:8](=[O:9])[O:10][CH2:11][c:12]2[cH:13][cH:14][cH:15][cH:16][cH:17]2)[cH:6][cH:7]1. Reactants: CCOC(=O)C1(CCOC)CCC(O)CC1, Nc1ccc(OS(=O)(=O)C2CC2)cc1. The product is O=C1N(c2ccc(OS(=O)(=O)C3CC3)cc2)CCC12CCC(O)CC2. Reaction SMILES: [CH2:1]([O:2][C:4](=[O:5])[C:6]1([CH2:13][CH2:14][O:3][CH3:15])[CH2:7][CH2:8][CH:9]([OH:12])[CH2:10][CH2:11]1)[CH3:16].[NH2:17][c:18]1[cH:19][cH:20][c:21]([O:24][S:25](=[O:26])(=[O:27])[CH:28]2[CH2:29][CH2:30]2)[cH:22][cH:23]1>>[C:4]1(=[O:5])[C:6]2([CH2:7][CH2:8][CH:9]([OH:12])[CH2:10][CH2:11]2)[CH2:13][CH2:14][N:17]1[c:18]1[cH:19][cH:20][c:21]([O:24][S:25](=[O:26])(=[O:27])[CH:28]2[CH2:29][CH2:30]2)[cH:22][cH:23]1. Reactants: CCO, O=[N+]([O-])c1c[nH]c(Cl)n1, [Na+], CC(C)(C)OC(=O)N1CCN(CC(=O)N2CCC3(CC2)CO3)CC1, O=C([O-])O. The product is CC(C)(C)OC(=O)N1CCN(CC(=O)N2CCC(O)(Cn3cc([N+](=O)[O-])nc3Cl)CC2)CC1. RXN SMILES: [CH3:39][CH2:40][OH:41].[Cl:1][c:2]1[nH:3][cH:4][c:5]([N+:7](=[O:8])[O-:9])[n:6]1.[Na+:34].[O:10]1[CH2:11][C:12]12[CH2:13][CH2:14][N:15]([C:18]([CH2:19][N:20]1[CH2:21][CH2:22][N:23]([C:26](=[O:27])[O:28][C:29]([CH3:30])([CH3:31])[CH3:32])[CH2:24][CH2:25]1)=[O:33])[CH2:16][CH2:17]2.[OH:35][C:36](=[O:37])[O-:38]>>[Cl:1][c:2]1[n:3]([CH2:11][C:12]2([OH:10])[CH2:13][CH2:14][N:15]([C:18]([CH2:19][N:20]3[CH2:21][CH2:22][N:23]([C:26](=[O:27])[O:28][C:29]([CH3:30])([CH3:31])[CH3:32])[CH2:24][CH2:25]3)=[O:33])[CH2:16][CH2:17]2)[cH:4][c:5]([N+:7](=[O:8])[O-:9])[n:6]1. Reactants: CO (methanol), BrCCCOC1=CC=C(C=C1)C=1C2=C(SC1)C=CC=C2 (3-[4-(3-bromo-propoxy)-phenyl]-benzo[b]thiophene), C([O-])([O-])=O.[K+].NC1CCC2=CC=CC=C12.[K+] (1-aminoindan potassium carbonate), C(C)#N (acetonitrile). Run in C(C)(=O)OCC (ethyl acetate), C(C)(=O)OCC (ethyl acetate). The product is S1C2=C(C(=C1)C1=CC=C(OCCCNC3CCC4=CC=CC=C34)C=C1)C=CC=C2 ([3-(4-benzo[b]thiophen-3-yl-phenoxy)-propyl]-indan-1-yl-amine). RXN SMILES: Br[CH2:2][CH2:3][CH2:4][O:5][C:6]1[CH:11]=[CH:10][C:9]([C:12]2[C:13]3[CH:20]=[CH:19][CH:18]=[CH:17][C:14]=3[S:15][CH:16]=2)=[CH:8][CH:7]=1.C(=O)([O-])[O-].[K+].[NH2:26][CH:27]1[C:35]2[C:30](=[CH:31][CH:32]=[CH:33][CH:34]=2)[CH2:29][CH2:28]1.[K+].C(#N)C.CO>C(OCC)(=O)C>[S:15]1[CH:16]=[C:12]([C:9]2[CH:10]=[CH:11][C:6]([O:5][CH2:4][CH2:3][CH2:2][NH:26][CH:27]3[C:35]4[C:30](=[CH:31][CH:32]=[CH:33][CH:34]=4)[CH2:29][CH2:28]3)=[CH:7][CH:8]=2)[C:13]2[CH:20]=[CH:19][CH:18]=[CH:17][C:14]1=2 |f:1.2.3.4|. Reported procedure: The title compound is prepared from 3-[4-(3-bromo-propoxy)-phenyl]-benzo[b]thiophene, 1-aminoindan potassium carbonate and acetonitrile essentially as described above in Example 118 except that the column chromatography is performed with a graded solvent mixture from 100% ethyl acetate to 10% methanol in ethyl acetate. Purity by LC/MS=100%, [M+H]+=400. The reactants are [H-].C(C(C)C)[Al+]CC(C)C.C1(=CC=CC=C1)C (Diisobutylaluminum hydride toluene), CON(C(C1=C(C=C(C=C1)[N+](=O)[O-])F)=O)C (N-Methoxy-N-methyl-4-nitro-2-fluorobenzamide), Cl (hydrochloric acid). The solvent is O1CCCC1 (tetrahydrofuran). The product is [N+](=O)([O-])C1=CC(=C(C=O)C=C1)F (4-Nitro-2-fluorobenzaldehyde). The yield is 86.9%. Reaction SMILES: CON(C)[C:4](=[O:15])[C:5]1[CH:10]=[CH:9][C:8]([N+:11]([O-:13])=[O:12])=[CH:7][C:6]=1[F:14].[H-].C([Al+]CC(C)C)C(C)C.C1(C)C=CC=CC=1.Cl>O1CCCC1>[N+:11]([C:8]1[CH:9]=[CH:10][C:5]([CH:4]=[O:15])=[C:6]([F:14])[CH:7]=1)([O-:13])=[O:12] |f:1.2.3|. Procedure: Compound 14a (860 mg) was dissolved in tetrahydrofuran (10.0 ml), and the reaction mixture was ice-cooled. Diisobutylaluminum hydride/toluene solution (0.98 mol/l, 5.0 ml) was added thereto, and the mixture was stirred under ice-cooling for 1 hour. After adding a 1N hydrochloric acid aqueous solution, the reaction mixture was returned to room temperature and extracted with ethyl acetate. The organic layer was washed with a 1N hydrochloric acid aqueous solution and saturated sodium-hydrogencarbon... RXN SMILES: [CH3:1][O:2][c:3]1[cH:4][c:5]([C:11]2=[N:15][N:14]([CH:16]3[CH2:17][CH2:18][NH:19][CH2:20][CH2:21]3)[C:13](=[O:22])[C:12]2([CH3:23])[CH3:24])[cH:6][cH:7][c:8]1[O:9][CH3:10].[nH:25]1[cH:26][cH:27][c:28]2[c:29]([C:34](=[O:35])[OH:36])[cH:30][cH:31][cH:32][c:33]12>>[CH3:1][O:2][c:3]1[cH:4][c:5]([C:11]2=[N:15][N:14]([CH:16]3[CH2:17][CH2:18][N:19]([C:34]([c:29]4[c:28]5[cH:27][cH:26][nH:25][c:33]5[cH:32][cH:31][cH:30]4)=[O:35])[CH2:20][CH2:21]3)[C:13](=[O:22])[C:12]2([CH3:23])[CH3:24])[cH:6][cH:7][c:8]1[O:9][CH3:10]. Yields the product COc1ccc(C2=NN(C3CCN(C(=O)c4cccc5[nH]ccc45)CC3)C(=O)C2(C)C)cc1OC. Reactants: COc1ccc(C2=NN(C3CCNCC3)C(=O)C2(C)C)cc1OC, O=C(O)c1cccc2[nH]ccc12.